This data is from the Open Reaction Database (ORD), a public repository of structured organic reaction records. The task is: describe an organic reaction: reactants, conditions, products, and yield The reactants are P(Br)(Br)Br (phosphorus tribromide), O (water), C1(=CC=C(C=C1)CO)C1=CC=CC=C1 (4-biphenylmethanol), C(Cl)Cl (CH2Cl2). Solvent: CCCCCC (hexane), C(C)(=O)OCC (ethyl acetate). Reaction conditions: time 1.5 hour. Product: C1=CC=C(C=C1)C2=CC=C(C=C2)CBr (4-biphenylmethyl bromide). RXN SMILES: [C:1]1([C:9]2[CH:14]=[CH:13][CH:12]=[CH:11][CH:10]=2)[CH:6]=[CH:5][C:4]([CH2:7]O)=[CH:3][CH:2]=1.P(Br)(Br)[Br:16].C(Cl)Cl.O>CCCCCC.C(OCC)(=O)C>[CH:12]1[CH:13]=[CH:14][C:9]([C:1]2[CH:6]=[CH:5][C:4]([CH2:7][Br:16])=[CH:3][CH:2]=2)=[CH:10][CH:11]=1. Procedure: A suspension of 4-biphenylmethanol (62.9 g, 340 mmol) in hexane (650 mL) is treated with phosphorus tribromide (16 mL, 171 mmol) dropwise over 10 minutes. After 20 minutes CH2Cl2 (200 mL) is added to dissolve the remaining solid. The solution is then stirred for 1.5 hours and treated with water (200 mL) and then ethyl acetate. The organic layer is washed with water, cold saturated sodium bicarbonate and water, dried over sodium sulfate and evaporated to dryness to yield 4-biphenylmethyl bromide,... Starting materials: CCCOc1cc(CN)ccc1OC, CCOCC, CCO, CO, O=c1[nH]nc(Cl)c(Cl)c1Cl. Product: CCCOc1cc(CNc2c(Cl)n[nH]c(=O)c2Cl)ccc1OC. As a reaction SMILES: [CH2:11]([CH2:12][CH3:13])[O:14][c:15]1[cH:16][c:17]([CH2:18][NH2:19])[cH:20][cH:21][c:22]1[O:23][CH3:24].[CH2:28]([O:29][CH2:30][CH3:31])[CH3:32].[CH3:25][CH2:26][OH:27].[CH3:33][OH:34].[Cl:1][c:2]1[c:3](=[O:10])[nH:4][n:5][c:6]([Cl:9])[c:7]1[Cl:8]>>[Cl:1][c:2]1[c:3](=[O:10])[nH:4][n:5][c:6]([Cl:9])[c:7]1[NH:19][CH2:18][c:17]1[cH:16][c:15]([O:14][CH2:11][CH2:12][CH3:13])[c:22]([O:23][CH3:24])[cH:21][cH:20]1. The reactants are CC(=O)OCC1OC(n2cnc(C(=O)CCl)c2N=CN(C)C)C(F)C1OC(C)=O, CN(C)C=O, [N-]=[N+]=[N-], [Na+]. The product is CC(=O)OCC1OC(n2cnc(C(=O)CN=[N+]=[N-])c2N=CN(C)C)C(F)C1OC(C)=O. Reaction SMILES: [C:1]([CH3:2])(=[O:3])[O:4][CH:5]1[CH:6]([F:29])[CH:7]([n:15]2[cH:16][n:17][c:18]([C:25]([CH2:26][Cl:27])=[O:28])[c:19]2[N:20]=[CH:21][N:22]([CH3:23])[CH3:24])[O:8][CH:9]1[CH2:10][O:11][C:12]([CH3:13])=[O:14].[CH3:34][N:35]([CH3:36])[CH:37]=[O:38].[N-:31]=[N+:32]=[N-:33].[Na+:30]>>[C:1]([CH3:2])(=[O:3])[O:4][CH:5]1[CH:6]([F:29])[CH:7]([n:15]2[cH:16][n:17][c:18]([C:25]([CH2:26][N:31]=[N+:32]=[N-:33])=[O:28])[c:19]2[N:20]=[CH:21][N:22]([CH3:23])[CH3:24])[O:8][CH:9]1[CH2:10][O:11][C:12]([CH3:13])=[O:14]. The reactants are C1CCOC1, Cl, Fc1cc(C2OCCCO2)ccc1-c1nc2ccc(C3(c4ccccc4)CC3)nc2s1. Yields the product O=Cc1ccc(-c2nc3ccc(C4(c5ccccc5)CC4)nc3s2)c(F)c1. RXN SMILES: [CH2:33]1[O:34][CH2:35][CH2:36][CH2:37]1.[ClH:32].[O:1]1[CH:2]([c:7]2[cH:8][c:9]([F:31])[c:10](-[c:13]3[s:14][c:15]4[n:16][c:17]([C:22]5([c:25]6[cH:26][cH:27][cH:28][cH:29][cH:30]6)[CH2:23][CH2:24]5)[cH:18][cH:19][c:20]4[n:21]3)[cH:11][cH:12]2)[O:6][CH2:5][CH2:4][CH2:3]1>>[O:1]=[CH:2][c:7]1[cH:8][c:9]([F:31])[c:10](-[c:13]2[s:14][c:15]3[n:16][c:17]([C:22]4([c:25]5[cH:26][cH:27][cH:28][cH:29][cH:30]5)[CH2:23][CH2:24]4)[cH:18][cH:19][c:20]3[n:21]2)[cH:11][cH:12]1.